This data is from the Open Reaction Database (ORD), a public repository of structured organic reaction records. The task is: describe an organic reaction: reactants, conditions, products, and yield Reactants: C(C)(C)OC1(CC1)C1=CC=C(C=C1)C#CC1=CC=C(C(=O)OCC)C=C1 (ethyl 4-[4-(1-isopropoxycyclopropyl)-phenylethynyl]-benzoate), C(C)(C)OC1(CC1)C1=CC=C(C=C1)C#CC1=CC=C(C(=O)OCC)C=C1 (ethyl 4-[4-(1-isopropoxycyclopropyl)-phenylethynyl]-benzoate), COC(CC1=CC=C(C=C1)I)=O (4-iodo phenyl acetic acid methyl ester), COC(CC1=CC=C(C=C1)I)=O (4-iodo phenyl acetic acid methyl ester). The reagents and catalysts are [Cu]I (copper(I)iodide), Cl[Pd]([P](C1=CC=CC=C1)(C2=CC=CC=C2)C3=CC=CC=C3)([P](C4=CC=CC=C4)(C5=CC=CC=C5)C6=CC=CC=C6)Cl (Dichlorobis(triphenylphosphine)palladium(II)). Run in C(C)N(CC)CC (triethylamine). Conditions: time 8 hour. Yields the product EtOAc-hexanes, C(C1=CC=CC=C1)OC1(CC1)C1=CC=C(C=C1)C#CC1=CC=C(C(=O)OCC)C=C1 (Ethyl 4-[4-(1-benzyloxycyclopropyl)-phenylethynyl]-benzoate). Yield: 80.7%. Reaction SMILES: [CH:1]([O:4][C:5]1([C:8]2[CH:13]=[CH:12][C:11]([C:14]#[C:15][C:16]3[CH:26]=[CH:25][C:19]([C:20]([O:22][CH2:23][CH3:24])=[O:21])=[CH:18][CH:17]=3)=[CH:10][CH:9]=2)[CH2:7][CH2:6]1)([CH3:3])C.CO[C:29](=O)[CH2:30][C:31]1C=CC(I)=[CH:33][CH:32]=1>C(N(CC)CC)C.[Cu]I.Cl[Pd](Cl)([P](C1C=CC=CC=1)(C1C=CC=CC=1)C1C=CC=CC=1)[P](C1C=CC=CC=1)(C1C=CC=CC=1)C1C=CC=CC=1>[CH2:1]([O:4][C:5]1([C:8]2[CH:9]=[CH:10][C:11]([C:14]#[C:15][C:16]3[CH:26]=[CH:25][C:19]([C:20]([O:22][CH2:23][CH3:24])=[O:21])=[CH:18][CH:17]=3)=[CH:12][CH:13]=2)[CH2:7][CH2:6]1)[C:3]1[CH:33]=[CH:32][CH:31]=[CH:30][CH:29]=1 |^1:50,69|. Procedure details: Using General Procedure F; 1-ethynyl-4-(1-benzyloxycyclopropyl)benzene (Intermediate 71, 60.0 mg, 0.20 mmol) and methyl-(4-iodophenyl)acetate (Reagent B, 66.0 mg, 0.24 mmol) in triethylamine (5 mL) was treated with copper(I)iodide (15.0 mg, 0.08 mmol) and sparged with argon for 5 minutes. Dichlorobis(triphenylphosphine)palladium(II) (56 mg, 0.08 mmol) was added and the reaction mixture was stirred overnight at room temperature. Column chromatography (2-7% EtOAc-hexanes) afforded 64.0 mg (81%) of... The reactants are CSC(=N)NN, CCO, I, NCc1cnccn1. The product is N=C(NN)NCc1cnccn1, I. RXN SMILES: [C:2]([NH:3][NH2:4])([S:5][CH3:6])=[NH:7].[CH3:16][CH2:17][OH:18].[IH:1].[NH2:8][CH2:9][c:10]1[n:11][cH:12][cH:13][n:14][cH:15]1>>[C:2]([NH:3][NH2:4])(=[NH:7])[NH:8][CH2:9][c:10]1[n:11][cH:12][cH:13][n:14][cH:15]1.[IH:1]. Starting materials: CON(C(=O)C=1N=CN(C1)C=1C=C(C=CC1)C1=C(C=CC=C1)OC)C (1-(2′-Methoxy-biphenyl-3-yl)-1H-imidazole-4-carboxylic acid methoxy-methyl-amide), CC1=CN=CS1 (5-methylthiazole). The product is COC1=C(C=CC=C1)C1=CC(=CC=C1)N1C=NC(=C1)C(=O)C=1SC(=CN1)C ([1-(2′-Methoxy-biphenyl-3-yl)-1H-imidazol-4-yl]-(5-methyl-thiazol-2-yl)-methanone). As a reaction SMILES: CON(C)[C:4]([C:6]1[N:7]=[CH:8][N:9]([C:11]2[CH:12]=[C:13]([C:17]3[CH:22]=[CH:21][CH:20]=[CH:19][C:18]=3[O:23][CH3:24])[CH:14]=[CH:15][CH:16]=2)[CH:10]=1)=[O:5].[CH3:26][C:27]1[S:31][CH:30]=[N:29][CH:28]=1>>[CH3:24][O:23][C:18]1[CH:19]=[CH:20][CH:21]=[CH:22][C:17]=1[C:13]1[CH:14]=[CH:15][CH:16]=[C:11]([N:9]2[CH:10]=[C:6]([C:4]([C:30]3[S:31][C:27]([CH3:26])=[CH:28][N:29]=3)=[O:5])[N:7]=[CH:8]2)[CH:12]=1. Procedure: This compound is prepared by method C using compound 12c and 5-methylthiazole Starting materials: ClCOCC (Chloromethylethyl ether), C[Si](C)(C)[N-][Si](C)(C)C.[Li+] (Lithium bis(trimethylsilyl)amide), ClC=1C(=NSC1NC(CC1=CC=2C(=NN(N2)CCC)C=C1)=O)C (N-(4-chloro-3-methylisothiazol-5-yl)-(2-propylbenzotriazol-5-yl)acetamide), O (water). Solvent: O1CCCC1 (tetrahydrofuran). Reaction conditions: time 30 minute. The product is ClC=1C(=NSC1N(C(CC1=CC=2C(=NN(N2)CCC)C=C1)=O)COCC)C (N-(4-chloro-3-methylisothiazol-5-yl)-N-(ethoxymethyl)-(2-propylbenzotriazol-5-yl)acetamide), C(C)OCN1SC(C(C1C)Cl)=NC(CC1=CC=2C(=NN(N2)CCC)C=C1)=O (N-[2-ethoxymethyl-4-chloro-3-methylisothiazolin-5-ylidene]-(2-propylbenzotriazol-5-yl)-acetamide). As a reaction SMILES: C[Si]([N-][Si](C)(C)C)(C)C.[Li+].[Cl:11][C:12]1[C:13]([CH3:33])=[N:14][S:15][C:16]=1[NH:17][C:18](=[O:32])[CH2:19][C:20]1[CH:31]=[CH:30][C:23]2=[N:24][N:25]([CH2:27][CH2:28][CH3:29])[N:26]=[C:22]2[CH:21]=1.Cl[CH2:35][O:36][CH2:37][CH3:38].O>O1CCCC1>[Cl:11][C:12]1[C:13]([CH3:33])=[N:14][S:15][C:16]=1[N:17]([CH2:35][O:36][CH2:37][CH3:38])[C:18](=[O:32])[CH2:19][C:20]1[CH:31]=[CH:30][C:23]2=[N:24][N:25]([CH2:27][CH2:28][CH3:29])[N:26]=[C:22]2[CH:21]=1.[CH2:37]([O:36][CH2:35][N:14]1[CH:13]([CH3:33])[CH:12]([Cl:11])[C:16](=[N:17][C:18](=[O:32])[CH2:19][C:20]2[CH:31]=[CH:30][C:23]3=[N:24][N:25]([CH2:27][CH2:28][CH3:29])[N:26]=[C:22]3[CH:21]=2)[S:15]1)[CH3:38] |f:0.1|. Reported procedure: Lithium bis(trimethylsilyl)amide (1.0 M solution in tetrahydrofuran, 3.3 ml, 0.0033 mol) was added dropwise to a solution of N-(4-chloro-3-methylisothiazol-5-yl)-(2-propylbenzotriazol-5-yl)acetamide (Compound No. A3.1) (0.699 g, 0.002 mol) in tetrahydrofuran (10 ml) and once the addition was complete the mixture was stirred at room temperature for 30 minutes. Chloromethylethyl ether (0.620 g, 0.0066 mol) was added and the mixture was stirred at room temperature for 2 hours. The mixture was poure... Procedure: The title compound was synthesized according to the procedure described in example 126 using 6-chloro-2-(1-isopropyl-1,2,3,6-tetrahydro-pyridin-4-yl)-quinoline-5-carboxylic acid (4,4-difluoro-cyclohexylmethyl)-amide, palladium on carbon and triethylsilane. 1H NMR (400 MHz, DMSO-d6) δ ppm: 8.79 (t, J=5.92 Hz, 1H), 8.01 (d, J=8.71 Hz, 1H), 7.97 (dd, J=0.5, 9.02 Hz, 1H), 7.76 (d, J=9.02 Hz, 1H), 7.60 (d, J=8.81 Hz, 1H), 3.27 (t, J=6.23 Hz, 2H), 2.91 (d, J=7.61 Hz, 3H), 2.82 (s, 1H), 2.25 (s, 2H), 2... As a reaction SMILES: [F:1][C:2]1([F:32])[CH2:7][CH2:6][CH:5]([CH2:8][NH:9][C:10]([C:12]2[C:13]3[CH:14]=[CH:15][C:16]([C:23]4[CH2:24][CH2:25][N:26]([CH:29]([CH3:31])[CH3:30])[CH2:27][CH:28]=4)=[N:17][C:18]=3[CH:19]=[CH:20][C:21]=2[Cl:22])=[O:11])[CH2:4][CH2:3]1.C([SiH](CC)CC)C>[Pd]>[F:32][C:2]1([F:1])[CH2:7][CH2:6][CH:5]([CH2:8][NH:9][C:10]([C:12]2[C:13]3[CH:14]=[CH:15][C:16]([CH:23]4[CH2:24][CH2:25][N:26]([CH:29]([CH3:30])[CH3:31])[CH2:27][CH2:28]4)=[N:17][C:18]=3[CH:19]=[CH:20][C:21]=2[Cl:22])=[O:11])[CH2:4][CH2:3]1. Starting materials: FC1(CCC(CC1)CNC(=O)C=1C=2C=CC(=NC2C=CC1Cl)C=1CCN(CC1)C(C)C)F (6-chloro-2-(1-isopropyl-1,2,3,6-tetrahydro-pyridin-4-yl)-quinoline-5-carboxylic acid (4,4-difluoro-cyclohexylmethyl)-amide), C(C)[SiH](CC)CC (triethylsilane). Yields the product FC1(CCC(CC1)CNC(=O)C=1C=2C=CC(=NC2C=CC1Cl)C1CCN(CC1)C(C)C)F (6-Chloro-2-(1-isopropyl-piperidin-4-yl)-quinoline-5-carboxylic acid (4,4-difluoro-cyclohexyl methyl)-amide). Reagents/catalysts: [Pd] (palladium on carbon). Starting materials: [Al+3], N#CC1CCN2c3ccccc3Cc3ccccc3C2C1, C1CCOC1, [H-], [H-], [H-], [H-], [Li+], O. Yields the product NCC1CCN2c3ccccc3Cc3ccccc3C2C1. As a reaction SMILES: [Al+3:2].[C:7](#[N:8])[CH:9]1[CH2:10][CH:11]2[N:12]([c:13]3[c:14]([cH:22][cH:23][cH:24][cH:25]3)[CH2:15][c:16]3[c:17]2[cH:18][cH:19][cH:20][cH:21]3)[CH2:26][CH2:27]1.[CH2:29]1[O:30][CH2:31][CH2:32][CH2:33]1.[H-:1].[H-:4].[H-:5].[H-:6].[Li+:3].[OH2:28]>>[CH2:7]([NH2:8])[CH:9]1[CH2:10][CH:11]2[N:12]([c:13]3[c:14]([cH:22][cH:23][cH:24][cH:25]3)[CH2:15][c:16]3[c:17]2[cH:18][cH:19][cH:20][cH:21]3)[CH2:26][CH2:27]1. Reactants: BrB(Br)Br, COc1cc(-c2ccc(F)cc2F)c2c(c1)N(c1c(Cl)cccc1Cl)C(=O)CC2, ClCCl. Product: O=C1CCc2c(-c3ccc(F)cc3F)cc(O)cc2N1c1c(Cl)cccc1Cl. RXN SMILES: [B:30]([Br:31])([Br:32])[Br:33].[Cl:1][c:2]1[c:3]([N:9]2[C:10](=[O:29])[CH2:11][CH2:12][c:13]3[c:14](-[c:21]4[c:22]([F:28])[cH:23][c:24]([F:27])[cH:25][cH:26]4)[cH:15][c:16]([O:19][CH3:20])[cH:17][c:18]32)[c:4]([Cl:8])[cH:5][cH:6][cH:7]1.[Cl:34][CH2:35][Cl:36]>>[Cl:1][c:2]1[c:3]([N:9]2[C:10](=[O:29])[CH2:11][CH2:12][c:13]3[c:14](-[c:21]4[c:22]([F:28])[cH:23][c:24]([F:27])[cH:25][cH:26]4)[cH:15][c:16]([OH:19])[cH:17][c:18]32)[c:4]([Cl:8])[cH:5][cH:6][cH:7]1. Reactants: N1C(CCC1)COC1=NC=C(C=C1)C(=O)OC (methyl 2-(2-pyrrolidinyl)methoxypyridine-5-carboxylate), ClC1=C(C=CC=C1)NC(NC1=C(C=C(C=C1)CC(=O)O)OC)=O (4-[N′-(2-chlorophenyl)ureido]-3-methoxyphenylacetic acid), ice water, CCN=C=NCCCN(C)C.Cl (EDC.HCl). Reagents/catalysts: CN(C)C=1C=CN=CC1 (4-DMAP). Solvent: CN(C)C=O (DMF). Reaction conditions: time 20 hour. Yields the product ClC1=C(C=CC=C1)NC(NC1=C(C=C(C=C1)CC(=O)N1C(CCC1)COC1=NC=C(C=C1)C(=O)OC)OC)=O (methyl 2-[1-[4-[N′-(2-chlorophenyl)ureido]-3-methoxyphenyl acetyl]-2-pyrrolidinylmethoxy]pyridine-5-carboxylate). Isolated yield 69.1%. Reaction SMILES: [NH:1]1[CH2:5][CH2:4][CH2:3][CH:2]1[CH2:6][O:7][C:8]1[CH:13]=[CH:12][C:11]([C:14]([O:16][CH3:17])=[O:15])=[CH:10][N:9]=1.[Cl:18][C:19]1[CH:24]=[CH:23][CH:22]=[CH:21][C:20]=1[NH:25][C:26](=[O:40])[NH:27][C:28]1[CH:33]=[CH:32][C:31]([CH2:34][C:35](O)=[O:36])=[CH:30][C:29]=1[O:38][CH3:39].CCN=C=NCCCN(C)C.Cl>CN(C1C=CN=CC=1)C.CN(C=O)C>[Cl:18][C:19]1[CH:24]=[CH:23][CH:22]=[CH:21][C:20]=1[NH:25][C:26](=[O:40])[NH:27][C:28]1[CH:33]=[CH:32][C:31]([CH2:34][C:35]([N:1]2[CH2:5][CH2:4][CH2:3][CH:2]2[CH2:6][O:7][C:8]2[CH:13]=[CH:12][C:11]([C:14]([O:16][CH3:17])=[O:15])=[CH:10][N:9]=2)=[O:36])=[CH:30][C:29]=1[O:38][CH3:39] |f:2.3|. Procedure: To a stirred mixture of methyl 2-(2-pyrrolidinyl)methoxypyridine-5-carboxylate (370 mg, 1.57 mmol), 4-[N′-(2-chlorophenyl)ureido]-3-methoxyphenylacetic acid (525 mg, 1.57 mmol), 4-DMAP (230 mg, 1.88 mmol) in DMF (10 ml) was added EDC.HCl (360 mg, 1.88 mmol) at room temperature. The resulting mixture was stirred at room temperature for 20 hr. The mixture was pored into ice-water. The solid was collected, washed with water and air-dried. The crude solid was purified by silica-gel (30 ml) column ch...